From a dataset of the Open Reaction Database (ORD), a public repository of structured organic reaction records. describe an organic reaction: reactants, conditions, products, and yield The reactants are BrC1=CC=C(C=C1)S(=O)(=O)NC (4-bromo-N-methyl-benzenesulfonamide), C1(CCCCC1)/C=C(/CO)\B1OC(C(O1)(C)C)(C)C ((E)-3-cyclohexyl-2-(4,4,5,5-tetramethyl-[1,3,2]dioxaborolan-2-yl)-prop-2-en-1-ol), [F-].[Cs+] (caesiumfluoride). The reagents and catalysts are C1(=CC=CC=C1)P(C1=CC=CC=C1)(C1=CC=CC=C1)[Pd-4](P(C1=CC=CC=C1)(C1=CC=CC=C1)C1=CC=CC=C1)(P(C1=CC=CC=C1)(C1=CC=CC=C1)C1=CC=CC=C1)P(C1=CC=CC=C1)(C1=CC=CC=C1)C1=CC=CC=C1 (tetrakis(triphenylphosphino)palladium(0)). Solvent: C1CCOC1 (THF). Product: C1(CCCCC1)/C=C(/CO)\C1=CC=C(C=C1)S(=O)(=O)NC ((E)4-(2-Cyclohexyl-1-hydroxymethyl-vinyl)-N-methyl-benzenesulfonamide). Yield: 82.4%. As a reaction SMILES: Br[C:2]1[CH:7]=[CH:6][C:5]([S:8]([NH:11][CH3:12])(=[O:10])=[O:9])=[CH:4][CH:3]=1.[CH:13]1(/[CH:19]=[C:20](\B2OC(C)(C)C(C)(C)O2)/[CH2:21][OH:22])[CH2:18][CH2:17][CH2:16][CH2:15][CH2:14]1.[F-].[Cs+]>C1COCC1.C1(P([Pd-4](P(C2C=CC=CC=2)(C2C=CC=CC=2)C2C=CC=CC=2)(P(C2C=CC=CC=2)(C2C=CC=CC=2)C2C=CC=CC=2)P(C2C=CC=CC=2)(C2C=CC=CC=2)C2C=CC=CC=2)(C2C=CC=CC=2)C2C=CC=CC=2)C=CC=CC=1>[CH:13]1(/[CH:19]=[C:20](\[C:2]2[CH:7]=[CH:6][C:5]([S:8]([NH:11][CH3:12])(=[O:10])=[O:9])=[CH:4][CH:3]=2)/[CH2:21][OH:22])[CH2:18][CH2:17][CH2:16][CH2:15][CH2:14]1 |f:2.3|. Procedure details: Heat a suspension of 4-bromo-N-methyl-benzenesulfonamide (0.51 g, 2.0 mmol), (E)-3-cyclohexyl-2-(4,4,5,5-tetramethyl-[1,3,2]dioxaborolan-2-yl)-prop-2-en-1-ol (0.81 g, 3.06 mmol), caesiumfluoride (0.93 g, 6.12 mmol) and tetrakis(triphenylphosphino)palladium(0) (230 mg, 0.2 mmol) in 12 mL THF to 60° C. for 4 h. Remove the solvent under vacuum and add ethyl acetate, wash the organic layer with water followed by saturated sodium chloride solution. Filter through a hydrophobic filter paper and remove...